Dataset: the Open Reaction Database (ORD), a public repository of structured organic reaction records. Task: describe an organic reaction: reactants, conditions, products, and yield Procedure: A 7.17 g portion of carbobenzyloxy glycyl-L-phenylalanine and 2.30 g of N-hydroxysuccinimide were slurried in 100 ml of acetonitrile, cooled in an ice bath, with the addition of 5 ml of dimethylformamide, to obtain solution. A precooled solution of 4.12 g of dicyclohexylcarbodiimide in 50 ml of acetonitrile was added dropwise. The mixture was stirred in the ice bath for 2 hours, then refrigerated overnight, filtered and the filtrate concentrated in vacuo. The residue was taken up in 125 ml of et... RXN SMILES: [C:1]([NH:11][CH2:12][C:13]([NH:15][C@H:16]([C:24]([OH:26])=[O:25])[CH2:17][C:18]1[CH:23]=[CH:22][CH:21]=[CH:20][CH:19]=1)=[O:14])([O:3][CH2:4][C:5]1[CH:10]=[CH:9][CH:8]=[CH:7][CH:6]=1)=[O:2].O[N:28]1[C:32](=[O:33])[CH2:31][CH2:30][C:29]1=[O:34].CN(C)C=O.C1(N=C=NC2CCCCC2)CCCCC1>C(#N)C>[C:5]1([CH2:4][O:3][C:1]([NH:11][CH2:12][C:13]([NH:15][C@H:16]([C:24]([O:26][N:28]2[C:32](=[O:33])[CH2:31][CH2:30][C:29]2=[O:34])=[O:25])[CH2:17][C:18]2[CH:19]=[CH:20][CH:21]=[CH:22][CH:23]=2)=[O:14])=[O:2])[CH:6]=[CH:7][CH:8]=[CH:9][CH:10]=1. Solvent: C(C)#N (acetonitrile), C(C)#N (acetonitrile). Product: C1(=CC=CC=C1)COC(=O)NCC(=O)N[C@@H](CC1=CC=CC=C1)C(=O)ON1C(CCC1=O)=O (1-[[N-[N-[(phenylmethoxy)carbonyl]glycyl]-L-phenylalanyl]oxy]-2,5-pyrrolidinedione). The reactants are C(=O)(OCC1=CC=CC=C1)NCC(=O)N[C@@H](CC1=CC=CC=C1)C(=O)O (carbobenzyloxy glycyl-L-phenylalanine), C1(CCCCC1)N=C=NC1CCCCC1 (dicyclohexylcarbodiimide), ice, ON1C(CCC1=O)=O (N-hydroxysuccinimide), CN(C=O)C (dimethylformamide). The reactants are C(C)(=O)C=1C=NC2=CC=C(N=C2C1NC=1C=CC(=NC1)N1C[C@H](CCC1)NC(OC(C)(C)C)=O)Cl ((S)-tert-butyl (1-{5-[(3-acetyl-6-chloro-1,5-naphthyridin-4-yl)-amino]pyridin-2-yl}piperidin-3-yl)carbamate), ClC1=C(C(=CC(=C1)B1OC(C(O1)(C)C)(C)C)Cl)O (2,6-dichloro-4-(4,4,5,5-tetramethyl-1,3,2-dioxaborolan-2-yl)phenol). The product is C(C)(=O)C=1C=NC2=CC=C(N=C2C1NC=1C=CC(=NC1)N1C[C@H](CCC1)NC(OC(C)(C)C)=O)C1=CC(=C(C(=C1)Cl)O)Cl ((S)-tert-Butyl [1-(5-{[3-acetyl-6-(3,5-dichloro-4-hydroxyphenyl)-1,5-naphthyridin-4-yl]amino}pyridin-2-yl)piperidin-3-yl]carbamate). Isolated yield 44.9%. Reaction SMILES: [C:1]([C:4]1[CH:5]=[N:6][C:7]2[C:12]([C:13]=1[NH:14][C:15]1[CH:16]=[CH:17][C:18]([N:21]3[CH2:26][CH2:25][CH2:24][C@H:23]([NH:27][C:28](=[O:34])[O:29][C:30]([CH3:33])([CH3:32])[CH3:31])[CH2:22]3)=[N:19][CH:20]=1)=[N:11][C:10](Cl)=[CH:9][CH:8]=2)(=[O:3])[CH3:2].[Cl:36][C:37]1[CH:42]=[C:41](B2OC(C)(C)C(C)(C)O2)[CH:40]=[C:39]([Cl:52])[C:38]=1[OH:53]>>[C:1]([C:4]1[CH:5]=[N:6][C:7]2[C:12]([C:13]=1[NH:14][C:15]1[CH:16]=[CH:17][C:18]([N:21]3[CH2:26][CH2:25][CH2:24][C@H:23]([NH:27][C:28](=[O:34])[O:29][C:30]([CH3:33])([CH3:32])[CH3:31])[CH2:22]3)=[N:19][CH:20]=1)=[N:11][C:10]([C:41]1[CH:40]=[C:39]([Cl:52])[C:38]([OH:53])=[C:37]([Cl:36])[CH:42]=1)=[CH:9][CH:8]=2)(=[O:3])[CH3:2]. Procedure details: Following general procedure II, (S)-tert-butyl (1-{5-[(3-acetyl-6-chloro-1,5-naphthyridin-4-yl)-amino]pyridin-2-yl}piperidin-3-yl)carbamate (98 mg, 0.20 mmol) was reacted with 2,6-dichloro-4-(4,4,5,5-tetramethyl-1,3,2-dioxaborolan-2-yl)phenol (85 mg, 0.30 mmol) to afford the product (56 mg) which was carried forward without any purification: ESI MS m/z 625 [M+H]+. Starting materials: C1(\C=C/C(=O)O1)=O (maleic anhydride), C(CCC)O (n-butanol), O (water). Product: C(\C=C/C(=O)OCCCC)(=O)OCCCC (dibutyl maleate). As a reaction SMILES: [C:1]1(=[O:7])[O:6][C:4](=[O:5])[CH:3]=[CH:2]1.[OH2:8].[CH2:9](O)[CH2:10][CH2:11][CH3:12]>>[C:4]([O:5][CH2:1][CH2:2][CH2:3][CH3:4])(=[O:8])/[CH:3]=[CH:2]\[C:1]([O:6][CH2:9][CH2:10][CH2:11][CH3:12])=[O:7]. Procedure: Seventy grams (0.63 mole) maleic anhydride is dissolved in 300 mls n-butanol containing one gram p-toluene sulfonic acid. The solution is refluxed for 16 hours during which the water formed is removed with a Dean Stark trap. The excess butanol is then distilled in vacuo to give a residue of 200 g of dibutyl maleate (structure verified by NMR analysis).